From a dataset of the Open Reaction Database (ORD), a public repository of structured organic reaction records. describe an organic reaction: reactants, conditions, products, and yield Reactants: [Al+3], C1CCOC1, Cc1nc(-c2ccc(C#N)cc2)cs1, CCOC(C)=O, [H-], [H-], [H-], [H-], [Li+], O. Yields the product Cc1nc(-c2ccc(CN)cc2)cs1. RXN SMILES: [Al+3:16].[CH2:28]1[O:29][CH2:30][CH2:31][CH2:32]1.[CH3:1][c:2]1[s:3][cH:4][c:5](-[c:7]2[cH:8][cH:9][c:10]([C:11]#[N:12])[cH:13][cH:14]2)[n:6]1.[CH3:21][CH2:22][O:23][C:24]([CH3:25])=[O:26].[H-:15].[H-:18].[H-:19].[H-:20].[Li+:17].[OH2:27]>>[CH3:1][c:2]1[s:3][cH:4][c:5](-[c:7]2[cH:8][cH:9][c:10]([CH2:11][NH2:12])[cH:13][cH:14]2)[n:6]1.